From a dataset of the Open Reaction Database (ORD), a public repository of structured organic reaction records. describe an organic reaction: reactants, conditions, products, and yield Reactants: ClC1=CC2=C(NC3=C(NC2=O)C=CC=C3)N=N1 (2-chloro-5,10-dihydro-3,4,5,10-tetraaza-dibenzo[a,d]cyclohepten-11-one), C(CCC)[Sn](C=C)(CCCC)CCCC (tri-n-butyl(vinyl)tin), tetrakistriphenylphosphine palladium, C1(=CC=CC=C1)P(C1=CC=CC=C1)C1=CC=CC=C1 (triphenylphosphine). Solvent: C1(=CC=CC=C1)C (toluene). Conditions: temperature 100 celsius. Yields the product C(=C)C1=CC2=C(NC3=C(NC2=O)C=CC=C3)N=N1 (2-Vinyl-5,10-dihydro-3,4,5,10-tetraaza-dibenzo[a,d]cyclohepten-11-one). Isolated yield 32.3%. Reaction SMILES: Cl[C:2]1[N:17]=[N:16][C:5]2[NH:6][C:7]3[CH:15]=[CH:14][CH:13]=[CH:12][C:8]=3[NH:9][C:10](=[O:11])[C:4]=2[CH:3]=1.[CH2:18]([Sn](CCCC)(CCCC)C=C)[CH2:19]CC.C1(P(C2C=CC=CC=2)C2C=CC=CC=2)C=CC=CC=1>C1(C)C=CC=CC=1>[CH:18]([C:2]1[N:17]=[N:16][C:5]2[NH:6][C:7]3[CH:15]=[CH:14][CH:13]=[CH:12][C:8]=3[NH:9][C:10](=[O:11])[C:4]=2[CH:3]=1)=[CH2:19]. Procedure details: To a solution of 2-chloro-5,10-dihydro-3,4,5,10-tetraaza-dibenzo[a,d]cyclohepten-11-one from Example 2 (150 mg, 0.61 mmol) in toluene (3 ml) was added tri-n-butyl(vinyl)tin (231 mg, 0.73 mmol) followed by triphenylphosphine (4.8 mg, 0.02 mmol) and tetrakistriphenylphosphine palladium (7 mg, 0.01 mmol) and the resulting mixture was heated at 100° C. for 15 hours. The mixture was cooled to room temperature, concentrated in vacuo and purified directly by flash column chromatography (silica gel, 10%... Reactants: FC1=CC=C(C=C1)C=1OC2=C(C1C(NC)=O)C=C(C=C2)C=2C(=CC(=C(C(=O)OC)C2)OC)C (Methyl 5-(2-(4-fluorophenyl)-3-(methylcarbamoyl)benzofuran-5-yl)-2-methoxy-4-methylbenzoate), [OH-].[Na+] (sodium hydroxide). The solvent is CO.O (methanol water). Reaction conditions: temperature 50 celsius, time 10 hour. Yields the product FC1=CC=C(C=C1)C=1OC2=C(C1C(NC)=O)C=C(C=C2)C=2C(=CC(=C(C(=O)O)C2)OC)C (5-(2-(4-Fluorophenyl)-3-(methylcarbamoyl)benzofuran-5-yl)-2-methoxy-4-methylbenzoic acid). RXN SMILES: [F:1][C:2]1[CH:7]=[CH:6][C:5]([C:8]2[O:9][C:10]3[CH:20]=[CH:19][C:18]([C:21]4[C:22]([CH3:33])=[CH:23][C:24]([O:31][CH3:32])=[C:25]([CH:30]=4)[C:26]([O:28]C)=[O:27])=[CH:17][C:11]=3[C:12]=2[C:13](=[O:16])[NH:14][CH3:15])=[CH:4][CH:3]=1.[OH-].[Na+]>CO.O>[F:1][C:2]1[CH:3]=[CH:4][C:5]([C:8]2[O:9][C:10]3[CH:20]=[CH:19][C:18]([C:21]4[C:22]([CH3:33])=[CH:23][C:24]([O:31][CH3:32])=[C:25]([CH:30]=4)[C:26]([OH:28])=[O:27])=[CH:17][C:11]=3[C:12]=2[C:13](=[O:16])[NH:14][CH3:15])=[CH:6][CH:7]=1 |f:1.2,3.4|. Procedure: Methyl 5-(2-(4-fluorophenyl)-3-(methylcarbamoyl)benzofuran-5-yl)-2-methoxy-4-methylbenzoate (0.9 g, 2 mmol, 1 eq) and sodium hydroxide (0.4 g, 10 mmol, 5 eq) were dissolved in methanol/water (20/5 ml) and the reaction was stirred at 50° C. for 10 h. Then the reaction mixture was concentrated and diluted with water and the pH of the solution was brought to 3 by using Conc HCl. The solid obtained was filtered and dried overnight. Yield: 0.72 g (82%). 1H NMR (400 MHz, DMSO-d6): δ 2.29 (s, 3H), 2.87... Starting materials: ClC=1N=NC(=CC1C)NN (3-chloro-4-methyl-6-hydrazinopyridazine), C(=O)O (formic acid). Yields the product CC1=CC=2N(N=C1Cl)C=NN2 (7-methyl-6-chloro-s-triazolo[4,3-b]pyridazine). Reaction SMILES: [Cl:1][C:2]1[N:3]=[N:4][C:5]([NH:9][NH2:10])=[CH:6][C:7]=1[CH3:8].[CH:11](O)=O>>[CH3:8][C:7]1[C:2]([Cl:1])=[N:3][N:4]2[CH:11]=[N:10][N:9]=[C:5]2[CH:6]=1. Procedure: 13.4 Grams (0.0845 mole) of 3-chloro-4-methyl-6-hydrazinopyridazine are dissolved in 100 milliliters of aqueous 88 percent formic acid. The mixture is heated at the boiling temperature under reflux for 2 hours. The mixture is evaporated under reduced pressure and the 7-methyl-6-chloro-s-triazolo[4,3-b]pyridazine intermediate product is obtained as a residue. The residue is triturated with diethyl ether, and found to melt at a temperature of 157.5°-158° C. Starting materials: C(CC#N)#N (malononitrile), C(C)OC=1C=C(C=CC1)NC1=C(C=CC=C1)C(C)=O (2'-(3-ethoxyphenylamino)acetophenone), [Na] (sodium). Solvent: C(C)O (ethanol). Conditions: temperature 50 celsius, time 2 hour. Yields the product C1(=CC=CC=C1)C=1C(=C(N(C1)C1=CC(=CC=C1)OCC)N)C#N (4-phenyl-1-(3-ethoxyphenyl)-2-amino-3-cyanopyrrole). Reaction SMILES: [Na].[C:2](#[N:6])[CH2:3][C:4]#[N:5].[CH2:7]([O:9][C:10]1[CH:11]=[C:12]([NH:16][C:17]2[CH:22]=[CH:21][CH:20]=[CH:19][C:18]=2[C:23](=O)[CH3:24])[CH:13]=[CH:14][CH:15]=1)[CH3:8]>C(O)C>[C:21]1([C:22]2[C:3]([C:4]#[N:5])=[C:2]([NH2:6])[N:16]([C:12]3[CH:13]=[CH:14][CH:15]=[C:10]([O:9][CH2:7][CH3:8])[CH:11]=3)[CH:17]=2)[CH:20]=[CH:19][CH:18]=[CH:23][CH:24]=1 |^1:0|. Procedure: 0.4 g of sodium is dissolved in 70 ml of ethanol and subsequently first 1.24 g of malononitrile and then 4.0 g of 2'-(3-ethoxyphenylamino)acetophenone are added at RT and the mixture is stirred at 50° C. for 2 h. The mixture is then cooled and concentrated in an RE. The residue is partitioned between water and methylene chloride and the aqueous phase is extracted twice with methylene chloride. The combined organic phases are dried over Na2SO4 and concentrated, 4-phenyl-1-(3-ethoxyphenyl)-2-amino... The reactants are CC(=O)O, CCOC(=O)C1=C2C=CC(c3ccccc3)(c3ccccc3)C=C2N(c2ccc([N+](=O)[O-])cc2)N1, [Zn]. The product is CCOC(=O)C1=C2C=CC(c3ccccc3)(c3ccccc3)C=C2N(c2ccc(N)cc2)N1. As a reaction SMILES: [CH3:36][C:37](=[O:38])[OH:39].[N+:1]([O-:2])(=[O:3])[c:4]1[cH:5][cH:6][c:7]([N:10]2[NH:11][C:12]([C:31](=[O:32])[O:33][CH2:34][CH3:35])=[C:13]3[CH:14]=[CH:15][C:16]([c:19]4[cH:20][cH:21][cH:22][cH:23][cH:24]4)([c:25]4[cH:26][cH:27][cH:28][cH:29][cH:30]4)[CH:17]=[C:18]23)[cH:8][cH:9]1.[Zn:40]>>[NH2:1][c:4]1[cH:5][cH:6][c:7]([N:10]2[NH:11][C:12]([C:31](=[O:32])[O:33][CH2:34][CH3:35])=[C:13]3[CH:14]=[CH:15][C:16]([c:19]4[cH:20][cH:21][cH:22][cH:23][cH:24]4)([c:25]4[cH:26][cH:27][cH:28][cH:29][cH:30]4)[CH:17]=[C:18]23)[cH:8][cH:9]1. Starting materials: O=C([O-])O, CCN(C(C)C)C(C)C, N#CSc1nc(Cl)ncc1[N+](=O)[O-], Cc1ccc(NC(=O)c2cccc(C(C)(C)C#N)c2)cc1N, [Na+], C1CCOC1. The product is Cc1ccc(NC(=O)c2cccc(C(C)(C)C#N)c2)cc1Nc1ncc([N+](=O)[O-])c(SC#N)n1. As a reaction SMILES: [C:45](=[O:46])([O-:47])[OH:48].[CH2:23]([N:24]([CH:25]([CH3:26])[CH3:27])[CH:28]([CH3:29])[CH3:30])[CH3:31].[Cl:32][c:33]1[n:34][cH:35][c:36]([N+:42](=[O:43])[O-:44])[c:37]([S:39][C:40]#[N:41])[n:38]1.[NH2:1][c:2]1[cH:3][c:4]([NH:9][C:10]([c:11]2[cH:12][c:13]([C:17]([CH3:18])([CH3:19])[C:20]#[N:21])[cH:14][cH:15][cH:16]2)=[O:22])[cH:5][cH:6][c:7]1[CH3:8].[Na+:49].[O:50]1[CH2:51][CH2:52][CH2:53][CH2:54]1>>[NH:1]([c:2]1[cH:3][c:4]([NH:9][C:10]([c:11]2[cH:12][c:13]([C:17]([CH3:18])([CH3:19])[C:20]#[N:21])[cH:14][cH:15][cH:16]2)=[O:22])[cH:5][cH:6][c:7]1[CH3:8])[c:33]1[n:34][cH:35][c:36]([N+:42](=[O:43])[O-:44])[c:37]([S:39][C:40]#[N:41])[n:38]1. Starting materials: B, CCCCCCCNC(=O)Cc1ccccc1OC, C1CCOC1, CSC, Cl. Product: CCCCCCCNCCc1ccccc1OC. RXN SMILES: [BH3:23].[CH2:1]([CH2:2][CH2:3][CH2:4][CH2:5][CH2:6][CH3:7])[NH:8][C:9]([CH2:10][c:11]1[c:12]([O:17][CH3:18])[cH:13][cH:14][cH:15][cH:16]1)=[O:19].[CH2:25]1[O:26][CH2:27][CH2:28][CH2:29]1.[CH3:20][S:21][CH3:22].[ClH:24]>>[CH2:1]([CH2:2][CH2:3][CH2:4][CH2:5][CH2:6][CH3:7])[NH:8][CH2:9][CH2:10][c:11]1[c:12]([O:17][CH3:18])[cH:13][cH:14][cH:15][cH:16]1.